From a dataset of the Open Reaction Database (ORD), a public repository of structured organic reaction records. describe an organic reaction: reactants, conditions, products, and yield Starting materials: CCOC(=O)C(C)Br, CCO, CCN(C(C)C)C(C)C, FC(F)(F)c1ccc(N2CCNCC2)nc1. Yields the product CCOC(=O)C(C)N1CCN(c2ccc(C(F)(F)F)cn2)CC1. Reaction SMILES: [Br:26][CH:27]([C:28](=[O:29])[O:30][CH2:31][CH3:32])[CH3:33].[CH3:34][CH2:35][OH:36].[CH:17]([N:18]([CH2:19][CH3:20])[CH:21]([CH3:22])[CH3:23])([CH3:24])[CH3:25].[F:1][C:2]([c:3]1[cH:4][cH:5][c:6]([N:9]2[CH2:10][CH2:11][NH:12][CH2:13][CH2:14]2)[n:7][cH:8]1)([F:15])[F:16]>>[F:1][C:2]([c:3]1[cH:4][cH:5][c:6]([N:9]2[CH2:10][CH2:11][N:12]([CH:27]([C:28](=[O:29])[O:30][CH2:31][CH3:32])[CH3:33])[CH2:13][CH2:14]2)[n:7][cH:8]1)([F:15])[F:16]. Starting materials: CC(C)(C)OC(=O)N1CCC(C(CO)NS(=O)(=O)c2ccc(Cl)s2)CC1, ClCCl, O=C(O)C(F)(F)F. Product: O=S(=O)(NC(CO)C1CCNCC1)c1ccc(Cl)s1. Reaction SMILES: [C:1]([O:2][C:3](=[O:4])[N:8]1[CH2:9][CH2:10][CH:11]([CH:14]([CH2:15][OH:16])[NH:17][S:18](=[O:19])(=[O:20])[c:21]2[s:22][c:23]([Cl:26])[cH:24][cH:25]2)[CH2:12][CH2:13]1)([CH3:5])([CH3:6])[CH3:7].[Cl:34][CH2:35][Cl:36].[OH:27][C:28]([C:29]([F:30])([F:31])[F:32])=[O:33]>>[NH:8]1[CH2:9][CH2:10][CH:11]([CH:14]([CH2:15][OH:16])[NH:17][S:18](=[O:19])(=[O:20])[c:21]2[s:22][c:23]([Cl:26])[cH:24][cH:25]2)[CH2:12][CH2:13]1. Reactants: C(C)(C)(C)OC(COC1=C(C=C(C=C1)Cl)C#CC1=C(C=CC(=C1)S(=O)(=O)N(C)CC(C)C)C)=O (tert-butyl{4-chloro-2-[(5-{[isobutyl(methyl)amino]sulfonyl}-2-methylphenyl)ethynyl]phenoxy}acetate), C(C)(C)(C)OC(COC1=C(C=C(C=C1)Cl)C#CC1=C(C=CC(=C1)S(=O)(=O)N(C)CC(C)C)C)=O (tert-butyl{4-chloro-2-[(5-{[isobutyl(methyl)amino]sulfonyl}-2-methylphenyl)ethynyl]phenoxy}acetate). The solvent is CCCCC.C(C)OCC (pentane diethyl ether). The product is ClC1=CC(=C(OCC(=O)O)C=C1)C#CC1=C(C=CC(=C1)S(=O)(=O)N(C)CC(C)C)C ({4-chloro-2-[(5-{[isobutyl(methyl)amino]sulfonyl}-2-methylphenyl)ethynyl]phenoxy}acetic acid). The yield is 77.0%. Reaction SMILES: C([O:5][C:6](=[O:34])[CH2:7][O:8][C:9]1[CH:14]=[CH:13][C:12]([Cl:15])=[CH:11][C:10]=1[C:16]#[C:17][C:18]1[CH:23]=[C:22]([S:24]([N:27]([CH2:29][CH:30]([CH3:32])[CH3:31])[CH3:28])(=[O:26])=[O:25])[CH:21]=[CH:20][C:19]=1[CH3:33])(C)(C)C>CCCCC.C(OCC)C>[Cl:15][C:12]1[CH:13]=[CH:14][C:9]([O:8][CH2:7][C:6]([OH:34])=[O:5])=[C:10]([C:16]#[C:17][C:18]2[CH:23]=[C:22]([S:24]([N:27]([CH2:29][CH:30]([CH3:31])[CH3:32])[CH3:28])(=[O:26])=[O:25])[CH:21]=[CH:20][C:19]=2[CH3:33])[CH:11]=1 |f:1.2|. Procedure details: Following the general method as outlined in Example 15, starting from tert-butyl{4-chloro-2-[(5-{[isobutyl(methyl)amino]sulfonyl}-2-methylphenyl)ethynyl]phenoxy}acetate (Intermediate 160), the title compound was obtained as a beige solid in 77% yield after tituration in pentane/diethyl ether.